From a dataset of the Open Reaction Database (ORD), a public repository of structured organic reaction records. describe an organic reaction: reactants, conditions, products, and yield Starting materials: O=[Ag], CC(C)(C)OC(=O)C1CNC(=O)N1C(=O)OCc1ccccc1, CCCCI, CN(C)C=O. Yields the product CCCCN1CC(C(=O)OC(C)(C)C)N(C(=O)OCc2ccccc2)C1=O. Reaction SMILES: [Ag:29]=[O:30].[CH2:1]([c:2]1[cH:3][cH:4][cH:5][cH:6][cH:7]1)[O:8][C:9](=[O:10])[N:11]1[C:12](=[O:23])[NH:13][CH2:14][CH:15]1[C:16](=[O:17])[O:18][C:19]([CH3:20])([CH3:21])[CH3:22].[CH2:24]([CH2:25][CH2:26][CH3:27])[I:28].[CH3:31][N:32]([CH3:33])[CH:34]=[O:35]>>[CH2:1]([c:2]1[cH:3][cH:4][cH:5][cH:6][cH:7]1)[O:8][C:9](=[O:10])[N:11]1[C:12](=[O:23])[N:13]([CH2:24][CH2:25][CH2:26][CH3:27])[CH2:14][CH:15]1[C:16](=[O:17])[O:18][C:19]([CH3:20])([CH3:21])[CH3:22].